Dataset: the Open Reaction Database (ORD), a public repository of structured organic reaction records. Task: describe an organic reaction: reactants, conditions, products, and yield Reactants: [Al+3], CON(C)C(=O)C1CCc2c([nH]c3c(C(N)=O)ccc(Br)c23)C1, C1CCOC1, Cl, [H-], [H-], [H-], [H-], [Li+]. Yields the product NC(=O)c1ccc(Br)c2c3c([nH]c12)CC(C=O)CC3. RXN SMILES: [Al+3:25].[Br:1][c:2]1[c:3]2[c:4]3[c:9]([nH:10][c:11]2[c:12]([C:15](=[O:16])[NH2:17])[cH:13][cH:14]1)[CH2:8][CH:7]([C:18](=[O:19])[N:20]([O:21][CH3:22])[CH3:23])[CH2:6][CH2:5]3.[CH2:31]1[O:32][CH2:33][CH2:34][CH2:35]1.[ClH:30].[H-:24].[H-:27].[H-:28].[H-:29].[Li+:26]>>[Br:1][c:2]1[c:3]2[c:4]3[c:9]([nH:10][c:11]2[c:12]([C:15](=[O:16])[NH2:17])[cH:13][cH:14]1)[CH2:8][CH:7]([CH:18]=[O:19])[CH2:6][CH2:5]3. The reactants are N1(N=NC2=C1C=CC=C2)OC=2C=1N=CN([C@H]3C[C@H](O[Si](C)(C)C(C)(C)C)[C@@H](CO[Si](C)(C)C(C)(C)C)O3)C1N=CN2 (O6-(Benzotriazol-1-yl)-3′,5′-bis-O-(tert-butyldimethylsilyl)-2′-deoxyinosine), C(=O)([O-])[O-].[Cs+].[Cs+] (Cs2CO3), N1CCOCC1 (Morpholine). Solvent: COCCOC (DME). Conditions: time 1 hour. Yields the product N1(CCOCC1)C1=C2N=CN(C2=NC=N1)[C@H]1C[C@H](O[Si](C)(C)C(C)(C)C)[C@H](O1)CO[Si](C)(C)C(C)(C)C (6-(Morpholin-4-yl)-9-[2-deoxy-3,5-bis-O-(tert-butyldimethylsilyl)-β-D-erythro-pentofuranosyl]purine). The yield is 78.2%. As a reaction SMILES: N1(O[C:11]2[C:12]3[N:13]=[CH:14][N:15]([C:38]=3[N:39]=[CH:40][N:41]=2)[C@@H:16]2[O:37][C@H:27]([CH2:28][O:29][Si:30]([C:33]([CH3:36])([CH3:35])[CH3:34])([CH3:32])[CH3:31])[C@@H:18]([O:19][Si:20]([C:23]([CH3:26])([CH3:25])[CH3:24])([CH3:22])[CH3:21])[CH2:17]2)C2C=CC=CC=2N=N1.C([O-])([O-])=O.[Cs+].[Cs+].[NH:48]1[CH2:53][CH2:52][O:51][CH2:50][CH2:49]1>COCCOC>[N:48]1([C:11]2[N:41]=[CH:40][N:39]=[C:38]3[C:12]=2[N:13]=[CH:14][N:15]3[C@@H:16]2[O:37][C@H:27]([CH2:28][O:29][Si:30]([C:33]([CH3:36])([CH3:34])[CH3:35])([CH3:31])[CH3:32])[C@@H:18]([O:19][Si:20]([C:23]([CH3:24])([CH3:25])[CH3:26])([CH3:21])[CH3:22])[CH2:17]2)[CH2:53][CH2:52][O:51][CH2:50][CH2:49]1 |f:1.2.3|. Reported procedure: In a clean, dry reaction vial equipped with a stirring bar were placed O6-(benzotriazol-1-yl)-3′,5′-bis-O-(tert-butyldimethylsilyl)-2′-deoxyinosine (26) (59.8 mg, 0.100 mmol), Cs2CO3 (65.2 mg, 0.200 mmol) and dry DME (1.0 mL). Morpholine (17.5 μL, 0.200 mmol) was added, the reaction mixture was flushed with N2, and the mixture was allowed to stir at room temperature for 1 h. The reaction mixture was concentrated and the residue was dissolved in EtOAc. The mixture was washed with 10% aq citric ac... Reactants: FC1=CC=C(C=N1)C1=C(C=C(S1)S(=O)(=O)Cl)C (5-(6-Fluoro-pyridin-3-yl)-4-methyl-thiophene-2-sulfonyl chloride), [OH-].[NH4+] (ammonium hydroxide). Run in O1CCOCC1 (dioxane). Run at time 2 hour. Product: FC1=CC=C(C=N1)C1=C(C=C(S1)S(=O)(=O)N)C (5-(6-Fluoro-pyridin-3-yl)-4-methyl-thiophene-2-sulfonic acid amide). Reaction SMILES: [F:1][C:2]1[N:7]=[CH:6][C:5]([C:8]2[S:12][C:11]([S:13](Cl)(=[O:15])=[O:14])=[CH:10][C:9]=2[CH3:17])=[CH:4][CH:3]=1.[OH-].[NH4+:19]>O1CCOCC1>[F:1][C:2]1[N:7]=[CH:6][C:5]([C:8]2[S:12][C:11]([S:13]([NH2:19])(=[O:15])=[O:14])=[CH:10][C:9]=2[CH3:17])=[CH:4][CH:3]=1 |f:1.2|. Procedure details: 5-(6-Fluoro-pyridin-3-yl)-4-methyl-thiophene-2-sulfonyl chloride (310 mg, 1.06 mmol) was dissolved in dioxane and cooled with an ice-bath. Under stirring was added dropwise an excess of ammonium hydroxide solution 25%. After two hours at room temp the reaction was neutralized and the dioxane was evaporated. The reaction mixture was extracted with ethyl acetate, the combined organic extracts were washed with brine, dried over magnesiumsulfat-dihydrate, filtered and evaporated. The crude product w... Reactants: C(=O)(C(F)(F)F)O (TFA), C(C)(C)(C)OC(=O)N(OC(=O)OC(C)(C)C)C(C)C#CC1=CC(=CC=C1)C1CC(=NO1)C1=CC=C(C=C1)F (N,O-bis(tert-butoxycarbonyl)-[4-(3-[4,5-dihydro-3-(4-fluorophenyl)isoxazol-5-yl]phenyl)-3-butyn-2-yl]hydroxylamine), ice. Solvent: C(Cl)Cl (CH2Cl2). Run at temperature 0 celsius. Product: FC1=CC=C(C=C1)C1=NOC(C1)C=1C=C(C=CC1)C#CC(C)NO ([4-(3-[4,5-dihydro-3-(4-fluorophenyl)isoxazol-5-yl]phenyl)-3-butyn-2-yl]-hydroxylamine). Yield: 69.0%. As a reaction SMILES: C(OC([N:8]([CH:17]([C:19]#[C:20][C:21]1[CH:26]=[CH:25][CH:24]=[C:23]([CH:27]2[O:31][N:30]=[C:29]([C:32]3[CH:37]=[CH:36][C:35]([F:38])=[CH:34][CH:33]=3)[CH2:28]2)[CH:22]=1)[CH3:18])[O:9]C(OC(C)(C)C)=O)=O)(C)(C)C.C(O)(C(F)(F)F)=O>C(Cl)Cl>[F:38][C:35]1[CH:34]=[CH:33][C:32]([C:29]2[CH2:28][CH:27]([C:23]3[CH:22]=[C:21]([C:20]#[C:19][CH:17]([NH:8][OH:9])[CH3:18])[CH:26]=[CH:25][CH:24]=3)[O:31][N:30]=2)=[CH:37][CH:36]=1. Reported procedure: To a solution of the product of Step 1, above (10, 0.5 g, 1.5 mmol), in triethylamine (4 ml) was added bis(triphenylphosphine)palladium (II) chloride (55 mg, 0.078 mmol) and N,O-bis(tert-butoxycarbonyl)-N-(3-butyn-2-yl)hydroxylamine (840 mg, 2.8 mmol) in triethylamine (1 ml) under a N2 atmosphere. The reaction mixture was stirred at 75° C. for 1.5 hours, then concentrated under reduced pressure. The residue was extracted with ethyl acetate (3×10 ml) and the organic layer was washed with 1N HCl (... Starting materials: COC1=CC(=C(C(=C1)C)S(=O)(=O)N(C)CC1=CC(=CO1)C(=O)O)C (5-({[(4-Methoxy-2,6-dimethylphenyl)sulfonyl](methyl)amino}methyl)furan-3-carboxylic acid), CNCC1=CC(=CC=C1)CN1CCCC1 (N-methyl-1-[3-(pyrrolidin-1-ylmethyl)phenyl]methanamine), C1=CN(C=N1)C(=O)N2C=CN=C2 (CDI), CCN(C(C)C)C(C)C (DIPEA). The solvent is ClCCCl (DCE). Yields the product COC1=CC(=C(C(=C1)C)S(=O)(=O)N(C)CC1=CC(=CO1)C(=O)N(CC1=CC(=CC=C1)CN1CCCC1)C)C (5-({[(4-methoxy-2,6-dimethylphenyl)sulfonyl](methyl)amino}methyl)-N-methyl-N-[3-(pyrrolidin-1-ylmethyl)benzyl]furan-3-carboxamide). RXN SMILES: [CH3:1][O:2][C:3]1[CH:8]=[C:7]([CH3:9])[C:6]([S:10]([N:13]([CH2:15][C:16]2[O:20][CH:19]=[C:18]([C:21]([OH:23])=O)[CH:17]=2)[CH3:14])(=[O:12])=[O:11])=[C:5]([CH3:24])[CH:4]=1.C1N=CN(C(N2C=NC=C2)=O)C=1.CCN(C(C)C)C(C)C.[CH3:46][NH:47][CH2:48][C:49]1[CH:54]=[CH:53][CH:52]=[C:51]([CH2:55][N:56]2[CH2:60][CH2:59][CH2:58][CH2:57]2)[CH:50]=1>ClCCCl>[CH3:1][O:2][C:3]1[CH:4]=[C:5]([CH3:24])[C:6]([S:10]([N:13]([CH2:15][C:16]2[O:20][CH:19]=[C:18]([C:21]([N:47]([CH3:46])[CH2:48][C:49]3[CH:54]=[CH:53][CH:52]=[C:51]([CH2:55][N:56]4[CH2:60][CH2:59][CH2:58][CH2:57]4)[CH:50]=3)=[O:23])[CH:17]=2)[CH3:14])(=[O:12])=[O:11])=[C:7]([CH3:9])[CH:8]=1. Reported procedure: The title compound was prepared according to general procedure AD using 5-({[(4-Methoxy-2,6-dimethylphenyl)sulfonyl](methyl)amino}methyl)furan-3-carboxylic acid (60 mg, 0.16 mmol), CDI (48 mg, 0.29 mmol), DIPEA (0.17 mL, 0.97 mmol) and N-methyl-1-[3-(pyrrolidin-1-ylmethyl)phenyl]methanamine (31 mg, 0.14 mmol) in DCE (1.2 mL). Starting materials: ClC=1N=CN(C1)C1=C(C=C(C=C1)NC=1N=C(C2=C(N1)C(CC2)C2=CC(=C(C(=C2)F)F)F)N2CC(CC2)(F)F)OC (N-(4-(4-chloro-1H-imidazol-1-yl)-3-methoxyphenyl)-4-(3,3-difluoropyrrolidin-1-yl)-7-(3,4,5-trifluorophenyl)-6,7-dihydro-5H-cyclopenta[d]pyrimidin-2-amine), 107B. Solvent: CO (methanol), C(=O)=O (CO2), CO (methanol). Product: ClC=1N=CN(C1)C1=C(C=C(C=C1)NC=1N=C(C2=C(N1)[C@H](CC2)C2=CC(=C(C(=C2)F)F)F)N2CC(CC2)(F)F)OC ((R)—N-(4-(4-Chloro-1H-imidazol-1-yl)-3-methoxyphenyl)-4-(3,3-difluoropyrrolidin-1-yl)-7-(3,4,5-trifluorophenyl)-6,7-dihydro-5H-cyclopenta[d]pyrimidin-2-amine). Reaction SMILES: [Cl:1][C:2]1[N:3]=[CH:4][N:5]([C:7]2[CH:12]=[CH:11][C:10]([NH:13][C:14]3[N:15]=[C:16]([N:32]4[CH2:36][CH2:35][C:34]([F:38])([F:37])[CH2:33]4)[C:17]4[CH2:22][CH2:21][CH:20]([C:23]5[CH:28]=[C:27]([F:29])[C:26]([F:30])=[C:25]([F:31])[CH:24]=5)[C:18]=4[N:19]=3)=[CH:9][C:8]=2[O:39][CH3:40])[CH:6]=1>C(=O)=O.CO>[Cl:1][C:2]1[N:3]=[CH:4][N:5]([C:7]2[CH:12]=[CH:11][C:10]([NH:13][C:14]3[N:15]=[C:16]([N:32]4[CH2:36][CH2:35][C:34]([F:37])([F:38])[CH2:33]4)[C:17]4[CH2:22][CH2:21][C@H:20]([C:23]5[CH:28]=[C:27]([F:29])[C:26]([F:30])=[C:25]([F:31])[CH:24]=5)[C:18]=4[N:19]=3)=[CH:9][C:8]=2[O:39][CH3:40])[CH:6]=1. Procedure details: A racemic mixture of N-(4-(4-chloro-1H-imidazol-1-yl)-3-methoxyphenyl)-4-(3,3-difluoropyrrolidin-1-yl)-7-(3,4,5-trifluorophenyl)-6,7-dihydro-5H-cyclopenta[d]pyrimidin-2-amine (48 mg, 0.083 mmol from Example 107) was purified using chiral SFC to afford 19.8 mg of peak A (Example 107A) and 17.2 mg of peak B (Example 107B). SFC Method: Chiralpak OJ-H (4.6×250 mm, 5 μM), 25% methanol (0.1% diethylamine) in CO2, 35° C., flow rate 2.0 mL/min for 30 min, absorbance 268 nm, injection 5 μL of 2 mg/mL sol... Run at temperature 130 celsius. The product is N1=CC=C(C=C1)C1=NN=C2N1CCCN2CC2=NC(=NO2)C=2C=C(C#N)C=CC2 (3-{5-[(3-pyridin-4-yl-6,7-dihydro[1,2,4]triazolo[4,3-a]pyrimidin-8(5H)-yl)methyl]-1,2,4-oxadiazol-3yl}benzonitrile). Isolated yield 24.4%. The solvent is C(C)#N (acetonitrile), C(C)(C)O (isopropanol). Procedure details: 3-[5-(chloromethyl)-1,2,4-oxadiazol-3-yl]benzonitrile (98.2 mg, 0.447 mmol), and 3-pyridin-4-yl-5,6,7,8-tetrahydro[1,2,4]triazolo[4,3-a]pyrimidine (62.2 mg, 0.309 mmol) were suspended in acetonitrile (2 ml) and isopropanol (2.4 ml). After stirring for 45 min. potassium carbonate (88.1 mg, 0.637 mmole) was added. The mixture was heated in a microwave oven (130° C.) for 30 min. The product was filtered and then purified on prep. HPLC to give 29 mg of the title compound. 1H NMR(DMSO-d6): 8.72 (dd, ... RXN SMILES: Cl[CH2:2][C:3]1[O:7][N:6]=[C:5]([C:8]2[CH:9]=[C:10]([CH:13]=[CH:14][CH:15]=2)[C:11]#[N:12])[N:4]=1.[N:16]1[CH:21]=[CH:20][C:19]([C:22]2[N:26]3[CH2:27][CH2:28][CH2:29][NH:30][C:25]3=[N:24][N:23]=2)=[CH:18][CH:17]=1.C(=O)([O-])[O-].[K+].[K+]>C(#N)C.C(O)(C)C>[N:16]1[CH:21]=[CH:20][C:19]([C:22]2[N:26]3[CH2:27][CH2:28][CH2:29][N:30]([CH2:2][C:3]4[O:7][N:6]=[C:5]([C:8]5[CH:9]=[C:10]([CH:13]=[CH:14][CH:15]=5)[C:11]#[N:12])[N:4]=4)[C:25]3=[N:24][N:23]=2)=[CH:18][CH:17]=1 |f:2.3.4|. Starting materials: ClCC1=NC(=NO1)C=1C=C(C#N)C=CC1 (3-[5-(chloromethyl)-1,2,4-oxadiazol-3-yl]benzonitrile), N1=CC=C(C=C1)C1=NN=C2N1CCCN2 (3-pyridin-4-yl-5,6,7,8-tetrahydro[1,2,4]triazolo[4,3-a]pyrimidine), C([O-])([O-])=O.[K+].[K+] (potassium carbonate). The reactants are COC(=O)CCCNC1CCC(CNc2nc(NCc3ccccc3OC(F)(F)F)ncc2[N+](=O)[O-])CC1, CO, CO, [Li+], [OH-], O. The product is O=C(O)CCCNC1CCC(CNc2nc(NCc3ccccc3OC(F)(F)F)ncc2[N+](=O)[O-])CC1. RXN SMILES: [CH3:1][O:2][C:3]([CH2:4][CH2:5][CH2:6][NH:7][CH:8]1[CH2:9][CH2:10][CH:11]([CH2:14][NH:15][c:16]2[n:17][c:18]([NH:25][CH2:26][c:27]3[c:28]([O:33][C:34]([F:35])([F:36])[F:37])[cH:29][cH:30][cH:31][cH:32]3)[n:19][cH:20][c:21]2[N+:22](=[O:23])[O-:24])[CH2:12][CH2:13]1)=[O:38].[CH3:39][OH:40].[CH3:44][OH:45].[Li+:43].[OH-:42].[OH2:41]>>[O:2]=[C:3]([CH2:4][CH2:5][CH2:6][NH:7][CH:8]1[CH2:9][CH2:10][CH:11]([CH2:14][NH:15][c:16]2[n:17][c:18]([NH:25][CH2:26][c:27]3[c:28]([O:33][C:34]([F:35])([F:36])[F:37])[cH:29][cH:30][cH:31][cH:32]3)[n:19][cH:20][c:21]2[N+:22](=[O:23])[O-:24])[CH2:12][CH2:13]1)[OH:38].